Dataset: the Open Reaction Database (ORD), a public repository of structured organic reaction records. Task: describe an organic reaction: reactants, conditions, products, and yield Reactants: Nc1cccc(-c2c(Cc3ccccc3)cnc3c(C(F)(F)F)cccc23)c1, O=Cc1cccc(F)c1O. The product is Oc1c(F)cccc1CNc1cccc(-c2c(Cc3ccccc3)cnc3c(C(F)(F)F)cccc23)c1. As a reaction SMILES: [CH2:1]([c:2]1[cH:3][cH:4][cH:5][cH:6][cH:7]1)[c:8]1[cH:9][n:10][c:11]2[c:12]([C:25]([F:26])([F:27])[F:28])[cH:13][cH:14][cH:15][c:16]2[c:17]1-[c:18]1[cH:19][c:20]([NH2:24])[cH:21][cH:22][cH:23]1.[F:29][c:30]1[c:31]([OH:38])[c:32]([CH:33]=[O:34])[cH:35][cH:36][cH:37]1>>[CH2:1]([c:2]1[cH:3][cH:4][cH:5][cH:6][cH:7]1)[c:8]1[cH:9][n:10][c:11]2[c:12]([C:25]([F:26])([F:27])[F:28])[cH:13][cH:14][cH:15][c:16]2[c:17]1-[c:18]1[cH:19][c:20]([NH:24][CH2:33][c:32]2[c:31]([OH:38])[c:30]([F:29])[cH:37][cH:36][cH:35]2)[cH:21][cH:22][cH:23]1. Starting materials: CC=1N=C2N(C=CC=3C(CC(NC23)C2=CSC=C2)=O)C1C (2,3-dimethyl-9-(3-thienyl)-7,8,9,10-tetrahydroimidazo[1,2-h][1,7]naphthyridin-7-one), [BH4-].[Na+] (sodium borohydride), [Cl-].[NH4+] (ammonium chloride). As a reaction SMILES: [CH3:1][C:2]1[N:3]=[C:4]2[C:13]3[NH:12][CH:11]([C:14]4[CH:18]=[CH:17][S:16][CH:15]=4)[CH2:10][C:9](=[O:19])[C:8]=3[CH:7]=[CH:6][N:5]2[C:20]=1[CH3:21].[BH4-].[Na+].[Cl-].[NH4+]>CO>[OH:19][CH:9]1[C:8]2[CH:7]=[CH:6][N:5]3[C:20]([CH3:21])=[C:2]([CH3:1])[N:3]=[C:4]3[C:13]=2[NH:12][CH:11]([C:14]2[CH:18]=[CH:17][S:16][CH:15]=2)[CH2:10]1 |f:1.2,3.4|. Procedure details: 1 g of 2,3-dimethyl-9-(3-thienyl)-7,8,9,10-tetrahydroimidazo[1,2-h][1,7]naphthyridin-7-one, suspended in 10 ml of methanol, is treated with 500 mg of sodium borohydride, the solvent is stripped off in vacuo after stirring at room temperature for 1 hour, the yellowish residue is treated with saturated aqueous ammonium chloride solution (100 ml) and the mixture is extracted three times with methylene chloride. The combined organic phases are washed with a little water, dried over sodium sulfate an... Reaction conditions: time 1 hour. Yields the product OC1CC(NC=2C=3N(C=CC12)C(=C(N3)C)C)C3=CSC=C3 (7-Hydroxy-2,3-dimethyl-9-(3-thienyl)-7.8.9.10-tetrahydroimidazo[1.2-h][1.7]naphthyridine). Isolated yield 87.4%. The solvent is CO (methanol).